This data is from the Open Reaction Database (ORD), a public repository of structured organic reaction records. The task is: describe an organic reaction: reactants, conditions, products, and yield Starting materials: COC(=O)C(NC(=O)Oc1ccc([N+](=O)[O-])cc1)C(C)C, CNCc1coc(C(C)C)n1, CN(C)C=O. RXN SMILES: [CH3:1][O:2][C:3]([CH:4]([NH:5][C:6]([O:8][c:7]1[cH:9][cH:10][c:11]([N+:12]([O-:13])=[O:14])[cH:15][cH:16]1)=[O:17])[CH:18]([CH3:19])[CH3:20])=[O:21].[CH:22]([CH3:23])([CH3:24])[c:25]1[o:26][cH:27][c:28]([CH2:30][NH:31][CH3:32])[n:29]1.[O:33]=[CH:34][N:35]([CH3:36])[CH3:37]>>[CH3:1][O:2][C:3]([CH:4]([NH:5][C:6](=[O:8])[N:31]([CH2:30][c:28]1[cH:27][o:26][c:25]([CH:22]([CH3:23])[CH3:24])[n:29]1)[CH3:32])[CH:18]([CH3:19])[CH3:20])=[O:21]. Yields the product COC(=O)C(NC(=O)N(C)Cc1coc(C(C)C)n1)C(C)C. Starting materials: CCCCOC(=O)N1CC(S)CC1CN(Cc1cc(F)ccc1F)C(C)=O, CC(=O)Cl, ClCCl, c1ccncc1. The product is CCCCOC(=O)N1CC(SC(C)=O)CC1CN(Cc1cc(F)ccc1F)C(C)=O. Reaction SMILES: [CH2:1]([CH2:2][CH2:3][CH3:4])[O:5][C:6](=[O:7])[N:8]1[CH:9]([CH2:14][N:15]([CH2:16][c:17]2[c:18]([F:24])[cH:19][cH:20][c:21]([F:23])[cH:22]2)[C:25]([CH3:26])=[O:27])[CH2:10][CH:11]([SH:13])[CH2:12]1.[CH3:28][C:29]([Cl:30])=[O:31].[Cl:38][CH2:39][Cl:40].[cH:32]1[cH:33][cH:34][n:35][cH:36][cH:37]1>>[CH2:1]([CH2:2][CH2:3][CH3:4])[O:5][C:6](=[O:7])[N:8]1[CH:9]([CH2:14][N:15]([CH2:16][c:17]2[c:18]([F:24])[cH:19][cH:20][c:21]([F:23])[cH:22]2)[C:25]([CH3:26])=[O:27])[CH2:10][CH:11]([S:13][C:29]([CH3:28])=[O:31])[CH2:12]1. Starting materials: [OH-].[Na+] (Sodium hydroxide), ClC1=CC=C(C=C1)C1=CC=C(C=C1)S(=O)(=O)CC(C(=O)O)CSC1=CC=CC=C1 (3-[(4′-chloro[1,1′-biphenyl]-4-yl)sulfonyl]-2-[(phenylsulfanyl)methyl]propanoic acid), C (Charcoal). The solvent is CO (methanol). The product is ClC1=CC=C(C=C1)C1=CC=C(C=C1)S(=O)(=O)CC(C(=O)[O-])CSC1=CC=CC=C1.[Na+] (Sodium 3-[(4′-chloro[1,1′-biphenyl]-4-yl)sulfonyl]-2-[(phenylsulfanyl)methyl]-propanoate). RXN SMILES: [OH-].[Na+:2].[Cl:3][C:4]1[CH:9]=[CH:8][C:7]([C:10]2[CH:15]=[CH:14][C:13]([S:16]([CH2:19][CH:20]([CH2:24][S:25][C:26]3[CH:31]=[CH:30][CH:29]=[CH:28][CH:27]=3)[C:21]([OH:23])=[O:22])(=[O:18])=[O:17])=[CH:12][CH:11]=2)=[CH:6][CH:5]=1.C>CO>[Cl:3][C:4]1[CH:5]=[CH:6][C:7]([C:10]2[CH:11]=[CH:12][C:13]([S:16]([CH2:19][CH:20]([CH2:24][S:25][C:26]3[CH:27]=[CH:28][CH:29]=[CH:30][CH:31]=3)[C:21]([O-:23])=[O:22])(=[O:17])=[O:18])=[CH:14][CH:15]=2)=[CH:8][CH:9]=1.[Na+:2] |f:0.1,5.6|. Procedure: Sodium hydroxide (1 M, 48 mL) was added to a solution in methanol (75 mL) of 3-[(4′-chloro[1,1′-biphenyl]-4-yl)sulfonyl]-2(RS)-[(phenylsulfanyl)-methyl]propanoic acid (20 g, obtained as described in Example 1). Charcoal was added and the mixture was filtered. Concentration of the filtrate to 1/3 of the original volume furnished a shiny precipitate, which was collected by filtration and sequentially washed with cold water, ethanol and diethyl ether. Drying to a constant weight provided 19 g of th... The yield is 86.1%. Conditions: temperature 0 celsius, time 30 minute. The product is C(#N)C=1C=C(C=CC1)/C=C/CO ((E)-3-(3-cyanophenyl)allyl alcohol). As a reaction SMILES: [C:1]([C:3]1[CH:4]=[C:5](/[CH:9]=[CH:10]/[C:11](O)=[O:12])[CH:6]=[CH:7][CH:8]=1)#[N:2].C(Cl)(=O)OCC.[Cl-].[Na+].[BH4-].[Na+]>O1CCCC1.C(OCC)(=O)C.O.C(N(CC)CC)C>[C:1]([C:3]1[CH:4]=[C:5](/[CH:9]=[CH:10]/[CH2:11][OH:12])[CH:6]=[CH:7][CH:8]=1)#[N:2] |f:2.3,4.5|. Procedure: 1.73 g of (E)-3-(3-cyanophenyl)acrylic acid was suspended in 8.7 ml of tetrahydrofuran. To the suspension was added 1.11 g of triethylamine. To the mixture was dropwise added a solution of 1.14 g of ethyl chlorocarbonate dissolved in 3.0 ml of tetrahydrofuran, at -20° to -10° C. The mixture was stirred for 30 minutes at 0° C. The reaction mixture was mixed with 2 ml of ethyl acetate and 20 ml of a saturated aqueous sodium chloride solution. The organic layer was separated and washed with a satur... The reactants are C(#N)C=1C=C(C=CC1)/C=C/C(=O)O ((E)-3-(3-cyanophenyl)acrylic acid), [Cl-].[Na+] (sodium chloride), mixed acid anhydride, C(#N)C=1C=C(C=CC1)/C=C/C(=O)O ((E)-3-(3-cyanophenyl)acrylic acid), C(OCC)(=O)Cl (ethyl chlorocarbonate), [BH4-].[Na+] (sodium borohydride). Solvent: C(C)(=O)OCC (ethyl acetate), C(C)N(CC)CC (triethylamine), C(C)(=O)OCC (ethyl acetate), O (water), O1CCCC1 (tetrahydrofuran), O1CCCC1 (tetrahydrofuran). The reactants are C(C1=CC=CC=C1)N1C[C@H]([C@@H](C1)N(S(=O)(=O)C1=CC=C(C=C1)[N+](=O)[O-])CCC(C)C)NC(OC(C)(C)C)=O (tert-butyl [(3R,4R)-1-benzyl-4-{(3-methylbutyl)[(4-nitrophenyl)sulfonyl]amino}pyrrolidin-3-yl]carbamate). Solvent: O1CCOCC1.Cl (HCl dioxane). Product: N[C@H]1[C@@H](CN(C1)CC1=CC=CC=C1)N(S(=O)(=O)C1=CC=C(C=C1)[N+](=O)[O-])C (N-[(3R,4R)-4-Amino-1-benzylpyrrolidin-3-yl]-N-methyl-4-nitrobenzenesulfonamide). As a reaction SMILES: [CH2:1]([N:8]1[CH2:12][C@@H:11]([N:13]([CH2:26]CC(C)C)[S:14]([C:17]2[CH:22]=[CH:21][C:20]([N+:23]([O-:25])=[O:24])=[CH:19][CH:18]=2)(=[O:16])=[O:15])[C@H:10]([NH:31]C(=O)OC(C)(C)C)[CH2:9]1)[C:2]1[CH:7]=[CH:6][CH:5]=[CH:4][CH:3]=1>O1CCOCC1.Cl>[NH2:31][C@@H:10]1[CH2:9][N:8]([CH2:1][C:2]2[CH:7]=[CH:6][CH:5]=[CH:4][CH:3]=2)[CH2:12][C@H:11]1[N:13]([CH3:26])[S:14]([C:17]1[CH:22]=[CH:21][C:20]([N+:23]([O-:25])=[O:24])=[CH:19][CH:18]=1)(=[O:15])=[O:16] |f:1.2|. Reported procedure: A solution of tert-butyl [(3R,4R)-1-benzyl-4-{(3-methylbutyl)[(4-nitrophenyl)sulfonyl]amino}pyrrolidin-3-yl]carbamate in 2N HCl dioxane was stirred overnight at room temperature. The solvent was evaporated to a minimal volume, diethyl ether was added, and the formed pellet was filtered off and washed with diethyl ether giving the crude title product which was used in the next step without purification. Starting materials: O=C([O-])O, O=C(O)CC1Cc2ccccc2C1, CO, [Na+], O=S(Cl)Cl. The product is COC(=O)CC1Cc2ccccc2C1. RXN SMILES: [C:18](=[O:19])([OH:20])[O-:21].[CH2:1]1[CH:2]([CH2:10][C:11](=[O:12])[OH:13])[CH2:3][c:4]2[cH:5][cH:6][cH:7][cH:8][c:9]21.[CH3:23][OH:24].[Na+:22].[S:14]([Cl:15])([Cl:16])=[O:17]>>[CH2:1]1[CH:2]([CH2:10][C:11](=[O:12])[O:13][CH3:18])[CH2:3][c:4]2[cH:5][cH:6][cH:7][cH:8][c:9]21. Starting materials: COC1=CC=C(C=C1)C1=NC(SC1C1=CC=C(C=C1)OC)=S (4,5-bis-(p-methoxyphenyl)-thiazoline-2-thione), [H-].[Na+] (sodium hydride), BrCCCO (3-bromopropanol), ice water, Cl (hydrochloric acid). Solvent: CN(P(N(C)C)(N(C)C)=O)C (hexamethylphosphoric acid triamide). Reaction conditions: time 1 hour. Yields the product OCCCSC=1SC(=C(N1)C1=CC=C(C=C1)OC)C1=CC=C(C=C1)OC (2-(3-hydroxypropylthio)-4,5-bis-(p-methoxyphenyl)-thiazole). As a reaction SMILES: [CH3:1][O:2][C:3]1[CH:8]=[CH:7][C:6]([C:9]2[CH:13]([C:14]3[CH:19]=[CH:18][C:17]([O:20][CH3:21])=[CH:16][CH:15]=3)[S:12][C:11](=[S:22])[N:10]=2)=[CH:5][CH:4]=1.[H-].[Na+].Br[CH2:26][CH2:27][CH2:28][OH:29].Cl>CN(C)P(=O)(N(C)C)N(C)C>[OH:29][CH2:28][CH2:27][CH2:26][S:22][C:11]1[S:12][C:13]([C:14]2[CH:19]=[CH:18][C:17]([O:20][CH3:21])=[CH:16][CH:15]=2)=[C:9]([C:6]2[CH:7]=[CH:8][C:3]([O:2][CH3:1])=[CH:4][CH:5]=2)[N:10]=1 |f:1.2|. Procedure details: 5.0 g of 4,5-bis-(p-methoxyphenyl)-thiazoline-2-thione are dissolved in 50 ml of hexamethylphosphoric acid triamide under nitrogen at 45°, 0.73 g of 50% strength sodium hydride suspension (in mineral oil, de-oiled with hexane) is added in portions and the mixture is stirred at room temperature for 1 hour. 2.22 g of 3-bromopropanol are then added dropwise. The mixture is then stirred at room temperature for 90 minutes, poured into a mixture of 400 ml of ice-water and 20 ml of 2 N hydrochloric aci... Starting materials: C(=O)([O-])[O-].[Na+].[Na+] (Na2CO3), N1=C(C=NC=C1)C(C)N1CCC(CC1)=O (1-(1-(2-pyrazinyl)-ethyl)-4-oxopiperidine), O=C1NC2=C(N1C1CCNCC1)C=CC=C2 (4-(2-oxo-1-benzimidazolinyl)piperidine), C(C)(=O)O[BH-](OC(C)=O)OC(C)=O.[Na+] (sodium triacetoxyborohydride). Solvent: ClCCl (dichloromethane), C(C)(=O)O (acetic acid), ClCCCl (1,2-dichloroethane). Run at time 48 hour. The product is N1=C(C=NC=C1)C(C)N1CCC(CC1)N1CCC(CC1)N1C(NC2=C1C=CC=C2)=O ((±)-1,3-dihydro-1-(1-{1-[1-(2-pyrazinyl)-1-ethyl]piperidin-4-yl}piperidin-4-yl)-2H-benzimidazol-2-one). The yield is 47.8%. Reaction SMILES: [N:1]1[CH:6]=[CH:5][N:4]=[CH:3][C:2]=1[CH:7]([N:9]1[CH2:14][CH2:13][C:12](=O)[CH2:11][CH2:10]1)[CH3:8].[O:16]=[C:17]1[N:21]([CH:22]2[CH2:27][CH2:26][NH:25][CH2:24][CH2:23]2)[C:20]2[CH:28]=[CH:29][CH:30]=[CH:31][C:19]=2[NH:18]1.C(O[BH-](OC(=O)C)OC(=O)C)(=O)C.[Na+].C([O-])([O-])=O.[Na+].[Na+]>ClCCl.C(O)(=O)C.ClCCCl>[N:1]1[CH:6]=[CH:5][N:4]=[CH:3][C:2]=1[CH:7]([N:9]1[CH2:14][CH2:13][CH:12]([N:25]2[CH2:24][CH2:23][CH:22]([N:21]3[C:20]4[CH:28]=[CH:29][CH:30]=[CH:31][C:19]=4[NH:18][C:17]3=[O:16])[CH2:27][CH2:26]2)[CH2:11][CH2:10]1)[CH3:8] |f:2.3,4.5.6|. Procedure details: A mixture of 1-(1-(2-pyrazinyl)-ethyl)-4-oxopiperidine (37 mg), 4-(2-oxo-1-benzimidazolinyl)piperidine (41 mg), 1,2-dichloroethane (0.75 mL), glacial acetic acid (0.011 mL) and sodium triacetoxyborohydride (60 mg) was stirred at room temperature for 48 h. The reaction mixture was poured into dichloromethane (5 mL) and saturated aqueous Na2CO3 (3 mL) and the layers separated. The aqueous layer was extracted with dichloromethane (2×5 mL) and the combined organic layers dried over Na2SO4 and concen... Reactants: P(=O)(Cl)(Cl)Cl (phosphorus oxychloride), [N+](=O)([O-])C=1C=C(C=CC1)C(C)=O (m-nitroacetophenone), C([O-])(O)=O.[Na+] (sodium bicarbonate). Run in CN(C=O)C (dimethylformamide), CN(C=O)C (dimethylformamide). Run at time 8 hour. The product is [N+](=O)([O-])C=1C=C(C(=CC=O)Cl)C=CC1 (m-Nitro-β-chlorocinnamaldehyde). RXN SMILES: P(Cl)(Cl)([Cl:3])=O.[N+:6]([C:9]1[CH:10]=[C:11]([C:15](=O)[CH3:16])[CH:12]=[CH:13][CH:14]=1)([O-:8])=[O:7].[C:18](=[O:21])(O)[O-].[Na+]>CN(C)C=O>[N+:6]([C:9]1[CH:10]=[C:11]([CH:12]=[CH:13][CH:14]=1)[C:15]([Cl:3])=[CH:16][CH:18]=[O:21])([O-:8])=[O:7] |f:2.3|. Procedure details: To 400 ml of anhydrous dimethylformamide was added with stirring 455 g. (3.01 moles) of phosphorus oxychloride. The mixture was kept at 20° to 25° throughout the addition by external cooling. After standing overnight, a solution of 330 g. (2 moles) of m-nitroacetophenone in 400 ml anhydrous dimethylformamide was added dropwise, keeping the pot temperature at 20° to 25° by external cooling. Addition required about 1/2 hour. Stirring was continued without external cooling, during which time the te... Starting materials: FS(=O)(=O)C=1C=C(N)C=C(C1)S(=O)(=O)F (3,5-difluorosulfonylaniline), C(#N)C1=C(C=CC=C1)O (o-cyanophenol), C(CC)(=O)O (propionic acid), N(=O)OCCC(C)C (isoamyl nitrite), diazonium salt, ice. Solvent: C(C)O (ethanol), C(C)(=O)O (acetic acid), C1CCOC1 (THF), N1=CC=CC=C1 (pyridine). Conditions: time 15 minute. The product is C(#N)C=1C=C(C=CC1O)N=NC=1C=C(C=C(C1)S(=O)(=O)F)S(=O)(=O)F (5-(3-cyano-4-hydroxyphenylazo)-benzene-1,3-disulfonylfluoride). As a reaction SMILES: [F:1][S:2]([C:5]1[CH:6]=[C:7]([CH:9]=[C:10]([S:12]([F:15])(=[O:14])=[O:13])[CH:11]=1)[NH2:8])(=[O:4])=[O:3].[N:16](OCCC(C)C)=O.[C:24]([C:26]1[CH:31]=[CH:30][CH:29]=[CH:28][C:27]=1[OH:32])#[N:25].C(O)(=O)CC>N1C=CC=CC=1.C(O)(=O)C.C1COCC1.C(O)C>[C:24]([C:26]1[CH:31]=[C:30]([N:16]=[N:8][C:7]2[CH:6]=[C:5]([S:2]([F:1])(=[O:4])=[O:3])[CH:11]=[C:10]([S:12]([F:15])(=[O:13])=[O:14])[CH:9]=2)[CH:29]=[CH:28][C:27]=1[OH:32])#[N:25]. Procedure details: A mixture of 25.7 g. (0.1 mol) 3,5-difluorosulfonylaniline in 100 ml. ethanol and 50 ml. THF is cooled below 10° C. and diazotized by adding 12 g. (0.1+mol) isoamyl nitrite slowly. After the addition, the run is stirred in an ice bath for about 15 min. The solution of diazonium salt is added in portions to a mixture of 11.9 g. (0.1 mol) of o-cyanophenol in 120 ml. mixed acid (1 volume propionic acid and 5 volumes acetic acid) that have been converted to a solution with 25 ml. pyridine and cooled...